From a dataset of the Open Reaction Database (ORD), a public repository of structured organic reaction records. describe an organic reaction: reactants, conditions, products, and yield Starting materials: O=C(OCc1ccccc1)ON1C(=O)CCC1=O, CCOC(C)=O, CC(C)(C)OC(=O)N1CCC(N)C1, [Na+], O=C([O-])O, C1COCCO1, O. Product: CC(C)(C)OC(=O)N1CCC(NC(=O)OCc2ccccc2)C1. Reaction SMILES: [CH2:19]([c:20]1[cH:21][cH:22][cH:23][cH:24][cH:25]1)[O:26][C:27](=[O:28])[O:29][N:30]1[C:31](=[O:32])[CH2:33][CH2:34][C:35]1=[O:36].[CH3:44][CH2:45][O:46][C:47](=[O:48])[CH3:49].[NH2:1][CH:2]1[CH2:3][N:4]([C:7](=[O:8])[O:9][C:10]([CH3:11])([CH3:12])[CH3:13])[CH2:5][CH2:6]1.[Na+:18].[O-:14][C:15]([OH:16])=[O:17].[O:38]1[CH2:39][CH2:40][O:41][CH2:42][CH2:43]1.[OH2:37]>>[NH:1]([CH:2]1[CH2:3][N:4]([C:7](=[O:8])[O:9][C:10]([CH3:11])([CH3:12])[CH3:13])[CH2:5][CH2:6]1)[C:27]([O:26][CH2:19][c:20]1[cH:21][cH:22][cH:23][cH:24][cH:25]1)=[O:28].